From a dataset of the Open Reaction Database (ORD), a public repository of structured organic reaction records. describe an organic reaction: reactants, conditions, products, and yield The reactants are O=C([O-])[O-], CCCCBr, CN(C)C=O, [K+], [K+], O, COc1cc(O)ccc1C(=O)O. The product is CCCCOc1ccc(C(=O)O)c(OC)c1. As a reaction SMILES: [C:13](=[O:14])([O-:15])[O-:16].[CH2:19]([CH2:20][CH2:21][CH3:22])[Br:23].[CH3:24][N:25]([CH3:26])[CH:27]=[O:28].[K+:17].[K+:18].[OH2:29].[OH:1][c:2]1[cH:3][c:4]([O:11][CH3:12])[c:5]([C:6](=[O:7])[OH:8])[cH:9][cH:10]1>>[O:1]([c:2]1[cH:3][c:4]([O:11][CH3:12])[c:5]([C:6](=[O:7])[OH:8])[cH:9][cH:10]1)[CH2:19][CH2:20][CH2:21][CH3:22]. Reactants: ice water, CC(C)(OC(=O)N1C(=CC=C1)C=O)C (N-(dimethylethoxycarbonyl)pyrrole-2-carboxaldehyde), C[Si](C)(C)N(C=1C=C(C=CC1)[Mg]Cl)[Si](C)(C)C (3-[bis(trimethylsilyl)amino]phenylmagnesium chloride), solution. The solvent is C1CCOC1 (THF), C1CCOC1 (THF). Reaction conditions: temperature 0 celsius, time 1 hour. Yields the product CC(C)(OC(=O)N1C(=CC=C1)C(O)C1=CC(=CC=C1)N)C ([N-(dimethylethoxycarbonyl)pyrrol-2-yl](3-aminophenyl)methanol). Reaction SMILES: [CH3:1][C:2]([CH3:14])([O:4][C:5]([N:7]1[CH:11]=[CH:10][CH:9]=[C:8]1[CH:12]=[O:13])=[O:6])[CH3:3].C[Si]([N:19]([Si](C)(C)C)[C:20]1[CH:21]=[C:22]([Mg]Cl)[CH:23]=[CH:24][CH:25]=1)(C)C>C1COCC1>[CH3:3][C:2]([CH3:14])([O:4][C:5]([N:7]1[CH:11]=[CH:10][CH:9]=[C:8]1[CH:12]([C:24]1[CH:23]=[CH:22][CH:21]=[C:20]([NH2:19])[CH:25]=1)[OH:13])=[O:6])[CH3:1]. Procedure: A solution of N-(dimethylethoxycarbonyl)pyrrole-2-carboxaldehyde (10 g, 50 mmol) in THF (500 mL) at −30° C. under nitrogen was added dropwise to 3-[bis(trimethylsilyl)amino]phenylmagnesium chloride (55 mL of a 1M solution in THF, 55 mmol). After addition the reaction mixture was gradually warmed up and stirred at 0° C. for 1 hour, then at ambient temperature for 15 minutes. The reaction mixture was poured into ice water, and stirred for 30 minutes. The reaction mixture was extracted with ethyl e... The reactants are CC(C)(C)OC(=O)N(CCOc1cc(Cl)cc(C(=O)O)c1)c1ccncc1, CN(C)c1ccncc1, CCN(C(C)C)C(C)C, O=C(Cl)C(=O)Cl, ClCCl, CN(C)C=O, c1ccc(NCCOc2ccccn2)cc1. Yields the product CC(C)(C)OC(=O)N(CCOc1cc(Cl)cc(C(=O)N(CCOc2ccccn2)c2ccccc2)c1)c1ccncc1. As a reaction SMILES: [C:7]([CH3:8])([CH3:9])([CH3:10])[O:11][C:12](=[O:13])[N:14]([CH2:15][CH2:16][O:17][c:18]1[cH:19][c:20]([C:21](=[O:22])[OH:23])[cH:24][c:25]([Cl:27])[cH:26]1)[c:28]1[cH:29][cH:30][n:31][cH:32][cH:33]1.[CH3:67][N:68]([c:69]1[cH:70][cH:71][n:72][cH:73][cH:74]1)[CH3:75].[CH:34]([N:35]([CH2:36][CH3:37])[CH:38]([CH3:39])[CH3:40])([CH3:41])[CH3:42].[Cl:1][C:2]([C:3]([Cl:4])=[O:5])=[O:6].[Cl:59][CH2:60][Cl:61].[O:62]=[CH:63][N:64]([CH3:65])[CH3:66].[c:43]1([NH:49][CH2:50][CH2:51][O:52][c:53]2[n:54][cH:55][cH:56][cH:57][cH:58]2)[cH:44][cH:45][cH:46][cH:47][cH:48]1>>[C:7]([CH3:8])([CH3:9])([CH3:10])[O:11][C:12](=[O:13])[N:14]([CH2:15][CH2:16][O:17][c:18]1[cH:19][c:20]([C:21](=[O:23])[N:49]([c:43]2[cH:44][cH:45][cH:46][cH:47][cH:48]2)[CH2:50][CH2:51][O:52][c:53]2[n:54][cH:55][cH:56][cH:57][cH:58]2)[cH:24][c:25]([Cl:27])[cH:26]1)[c:28]1[cH:29][cH:30][n:31][cH:32][cH:33]1. The reactants are C(=O)(O)[O-].[Na+] (NaHCO3), OCC1(CCC(CC1)=O)C1=NC=CC=C1 (4-(hydroxymethyl)-4-(pyridin-2-yl)cyclohexanone), C1(CC1)N (cyclopropylamine), [BH-](OC(=O)C)(OC(=O)C)OC(=O)C.[Na+] (NaBH(OAc)3). Solvent: ClCCCl (1,2-dichloroethane), C(C)(=O)O (acetic acid). Conditions: temperature 25 celsius, time 12 hour. The product is C1[C@H]([C@@H]1N)C2=CC=CC=C2 (trans amine). Reaction SMILES: OC[C:3]1([C:10]2[CH:15]=[CH:14]C=CN=2)[CH2:8][CH2:7][C:6](=O)[CH2:5][CH2:4]1.C1([NH2:19])CC1.[BH-](OC(C)=O)(OC(C)=O)OC(C)=O.[Na+].C([O-])(O)=O.[Na+]>ClCCCl.C(O)(=O)C>[CH2:14]1[C@@H:15]([NH2:19])[C@@H:10]1[C:3]1[CH:4]=[CH:5][CH:6]=[CH:7][CH:8]=1 |f:2.3,4.5|. Procedure: A solution of 4-(hydroxymethyl)-4-(pyridin-2-yl)cyclohexanone (410 mg, 2.0 mmol, 1.0 equiv) in 1,2-dichloroethane (15 mL) was treated at 0° C. with cyclopropylamine (280 uL, 4.0 mmol, 2 equiv), acetic acid (0.1 mL) and NaBH(OAc)3 (848 mg, 2.0 equiv) successively. After being stirred at 25° C. for 12 h, the reaction mixture was carefully diluted (sat.NaHCO3) and extracted (10% MeOH/CH2Cl2). The organics were washed (brine), dried (Na2SO4) and concentrated under reduced pressure. The crude materia... Starting materials: ClC=1C=CC=2N(N1)C=CC(C2C2=C(C=CC=C2F)F)=O (2-chloro-5-(2,6-difluorophenyl)-6H-pyrido[1,2-b]pyridazin-6-one), [NH4+].[Cl-] (NH4Cl), [NH4+].[OH-] (NH4OH). Solvent: O (H2O). Conditions: temperature 90 celsius, time 16 hour. Product: NC=1C=CC=2N(N1)C=CC(C2C2=C(C=CC=C2F)F)=O (2-amino-5-(2,6-difluorophenyl)-6H-pyrido[1,2-b]pyridazin-6-one). As a reaction SMILES: Cl[C:2]1[CH:3]=[CH:4][C:5]2[N:6]([CH:8]=[CH:9][C:10](=[O:20])[C:11]=2[C:12]2[C:17]([F:18])=[CH:16][CH:15]=[CH:14][C:13]=2[F:19])[N:7]=1.[NH4+:21].[Cl-].[NH4+].[OH-]>O>[NH2:21][C:2]1[CH:3]=[CH:4][C:5]2[N:6]([CH:8]=[CH:9][C:10](=[O:20])[C:11]=2[C:12]2[C:17]([F:18])=[CH:16][CH:15]=[CH:14][C:13]=2[F:19])[N:7]=1 |f:1.2,3.4|. Reported procedure: To 2-chloro-5-(2,6-difluorophenyl)-6H-pyrido[1,2-b]pyridazin-6-one (1.1 g, 3.77 mmol) was added NH4Cl (100 mL) and NH4OH (100 mL). The resulting solution was heated to 90° C. and stirred for 16 hrs until complete. The reaction was cooled to ambient temperature and diluted with H2O (500 mL) until a precipitate formed. The solid precipitate was collected and dried to yield the title compound. Starting materials: CC(=O)Nc1ncc(Br)s1, O=C([O-])[O-], CN(C)C=O, [K+], [K+], FC(F)(F)c1ccc(S)nc1. Product: CC(=O)Nc1ncc(Sc2ccc(C(F)(F)F)cn2)s1. RXN SMILES: [C:1]([CH3:2])(=[O:3])[NH:4][c:5]1[s:6][c:7]([Br:10])[cH:8][n:9]1.[C:22](=[O:23])([O-:24])[O-:25].[CH3:28][N:29]([CH3:30])[CH:31]=[O:32].[K+:26].[K+:27].[SH:11][c:12]1[n:13][cH:14][c:15]([C:18]([F:19])([F:20])[F:21])[cH:16][cH:17]1>>[C:1]([CH3:2])(=[O:3])[NH:4][c:5]1[s:6][c:7]([S:11][c:12]2[n:13][cH:14][c:15]([C:18]([F:19])([F:20])[F:21])[cH:16][cH:17]2)[cH:8][n:9]1. Reactants: CS(C)=O, C[S+](C)(C)=O, [H-], [H][H], [I-], [Na+], O, O=C(c1ccccc1)c1ccc(-c2ccccc2)cc1. Product: c1ccc(-c2ccc(C3(c4ccccc4)CO3)cc2)cc1. As a reaction SMILES: [CH3:31][S:32]([CH3:33])=[O:34].[CH3:4][S+:5]([CH3:6])([CH3:7])=[O:8].[H-:1].[H:9][H:10].[I-:3].[Na+:2].[OH2:35].[c:11]1([C:17](=[O:18])[c:19]2[cH:20][cH:21][c:22](-[c:25]3[cH:26][cH:27][cH:28][cH:29][cH:30]3)[cH:23][cH:24]2)[cH:12][cH:13][cH:14][cH:15][cH:16]1>>[CH2:4]1[C:17]([c:11]2[cH:12][cH:13][cH:14][cH:15][cH:16]2)([c:19]2[cH:20][cH:21][c:22](-[c:25]3[cH:26][cH:27][cH:28][cH:29][cH:30]3)[cH:23][cH:24]2)[O:18]1.